Dataset: the Open Reaction Database (ORD), a public repository of structured organic reaction records. Task: describe an organic reaction: reactants, conditions, products, and yield Starting materials: C([O-])([O-])=O.[K+].[K+] (potassium carbonate), Cl (HCl), C(C)(C)N1CCN(CC1)C(=O)C1CCNCC1 (1-Isopropyl-4-(piperidine-4-carbonyl)-piperazine), C1(CC1)C1=C(C=CC(=C1)F)C(=O)C1=C(C=C(C=C1)F)C1CC1 (cyclopropyl-4-fluorophenyl ketone). The solvent is C(C)OCC (diethyl ether), CS(=O)C (DMSO), CO (MeOH). Run at temperature 140 celsius. The product is Cl.C(C)(C)N1CCN(CC1)C(=O)C1CCN(CC1)C1=CC=C(C=C1)C(=O)C1CC1 (1-Isopropyl-4-[1-(4-cyclopropylcarbonylphenyl)-piperidine-4-carbonyl]-piperazine hydrochloride). As a reaction SMILES: [CH:1]([N:4]1[CH2:9][CH2:8][N:7]([C:10]([CH:12]2[CH2:17][CH2:16][NH:15][CH2:14][CH2:13]2)=[O:11])[CH2:6][CH2:5]1)([CH3:3])[CH3:2].C1(C2C=C(F)[CH:24]=[CH:23][C:22]=2[C:28]([C:30]2[CH:35]=[CH:34][C:33](F)=[CH:32][C:31]=2C2CC2)=[O:29])CC1.C(=O)([O-])[O-].[K+].[K+].[ClH:46]>CS(C)=O.CO.C(OCC)C>[ClH:46].[CH:1]([N:4]1[CH2:9][CH2:8][N:7]([C:10]([CH:12]2[CH2:13][CH2:14][N:15]([C:33]3[CH:32]=[CH:31][C:30]([C:28]([CH:22]4[CH2:23][CH2:24]4)=[O:29])=[CH:35][CH:34]=3)[CH2:16][CH2:17]2)=[O:11])[CH2:6][CH2:5]1)([CH3:3])[CH3:2] |f:2.3.4,9.10|. Reported procedure: To 1-isopropyl-4-(piperidine-4-carbonyl)-piperazine (D1)(0.25 g) and cyclopropyl-4-fluorophenyl ketone (0.3 g), dissolved in DMSO (5 ml) was added potassium carbonate (0.37 g). The reaction was heated to 140° C. for 2 h. After cooling the mixture, the inorganics were filtered off. The filtrate was diluted with MeOH (20 ml) and then poured onto a 10 g isolute SCX column which was washed with MeOH (50 ml). The product was eluted with 10% ammonia in MeOH (50 ml), and then further purified by column... Reaction conditions: time 3 hour. Procedure details: To a solution of 13.0 g (23.9 mmol) 5'-O-(4,4'-dimethoxytrityl)thymidine 16 in 50 ml DMF was added 3.0 g (44 mmol) imidazole and 3.6 g (23.9 mmol) tert-butyl-dimethylsilyl chloride. The solution was stirred at room temperature for 3 hours. DMF was then removed in vacuo and the residue was dissolved in 300 ml of ethyl acetate. The solution was washed with water and the organic layer was dried over MgSO4. After concentration of the solution and recrystallization from ethyl acetate/hexane, the soli... The product is COC1=CC=C(C(C2=CC=C(C=C2)OC)(C2=CC=CC=C2)OC[C@@H]2[C@H](C[C@@H](O2)N2C(=O)NC(=O)C(C)=C2)O[Si](C)(C)C(C)(C)C)C=C1 (5'-O-(4,4'-dimethoxytrityl)-3'-O-(tert-butyldimethlsilyl) thymidine). Reactants: COC1=CC=C(C(C2=CC=C(C=C2)OC)(C2=CC=CC=C2)OC[C@@H]2[C@H](C[C@@H](O2)N2C(=O)NC(=O)C(C)=C2)O)C=C1 (5'-O-(4,4'-dimethoxytrityl)thymidine), N1C=NC=C1 (imidazole), [Si](C)(C)(C(C)(C)C)Cl (tert-butyl-dimethylsilyl chloride). Run in CN(C)C=O (DMF). As a reaction SMILES: [CH3:1][O:2][C:3]1[CH:40]=[CH:39][C:6]([C:7]([O:22][CH2:23][C@H:24]2[O:28][C@@H:27]([N:29]3[CH:37]=[C:35]([CH3:36])[C:33](=[O:34])[NH:32][C:30]3=[O:31])[CH2:26][C@@H:25]2[OH:38])([C:16]2[CH:21]=[CH:20][CH:19]=[CH:18][CH:17]=2)[C:8]2[CH:13]=[CH:12][C:11]([O:14][CH3:15])=[CH:10][CH:9]=2)=[CH:5][CH:4]=1.N1C=CN=C1.[Si:46](Cl)([C:49]([CH3:52])([CH3:51])[CH3:50])([CH3:48])[CH3:47]>CN(C=O)C>[CH3:1][O:2][C:3]1[CH:40]=[CH:39][C:6]([C:7]([O:22][CH2:23][C@H:24]2[O:28][C@@H:27]([N:29]3[CH:37]=[C:35]([CH3:36])[C:33](=[O:34])[NH:32][C:30]3=[O:31])[CH2:26][C@@H:25]2[O:38][Si:46]([C:49]([CH3:52])([CH3:51])[CH3:50])([CH3:48])[CH3:47])([C:16]2[CH:17]=[CH:18][CH:19]=[CH:20][CH:21]=2)[C:8]2[CH:13]=[CH:12][C:11]([O:14][CH3:15])=[CH:10][CH:9]=2)=[CH:5][CH:4]=1. The reactants are NC1=CC2=C(CCOC(N2CC)=O)C=C1 (3-amino-5-ethyl-8,9-dihydro-5H-7-oxa-5-aza-benzocyclohepten-6-one), CNC(=O)C=1SC=CC1NC1=NC(=NC=C1Cl)Cl (3-(2,5-dichloro-pyrimidin-4-ylamino)-thiophene-2-carboxylic acid methylamide), 3-[5-chloro-2-(5-ethyl-6-oxo-5,6,8,9-tetrahydro-7-oxa-5-aza-benzocyclohepten-3-ylamino)-pyrimidin-4-ylamino]-thiophene-2-carboxylic acid methylamide. TFA salt. RXN SMILES: [NH2:1][C:2]1[CH:15]=[CH:14][C:5]2[CH2:6][CH2:7][O:8][C:9](=[O:13])[N:10]([CH2:11][CH3:12])[C:4]=2[CH:3]=1.[CH3:16][NH:17][C:18]([C:20]1[S:21][CH:22]=[CH:23][C:24]=1[NH:25][C:26]1[C:31]([Cl:32])=[CH:30][N:29]=[C:28](Cl)[N:27]=1)=[O:19]>>[CH3:16][NH:17][C:18]([C:20]1[S:21][CH:22]=[CH:23][C:24]=1[NH:25][C:26]1[C:31]([Cl:32])=[CH:30][N:29]=[C:28]([NH:1][C:2]2[CH:15]=[CH:14][C:5]3[CH2:6][CH2:7][O:8][C:9](=[O:13])[N:10]([CH2:11][CH3:12])[C:4]=3[CH:3]=2)[N:27]=1)=[O:19]. Reported procedure: Following a procedure analogous to Example 1741e, 3-amino-5-ethyl-8,9-dihydro-5H-7-oxa-5-aza-benzocyclohepten-6-one and 3-(2,5-dichloro-pyrimidin-4-ylamino)-thiophene-2-carboxylic acid methylamide were converted to 3-[5-chloro-2-(5-ethyl-6-oxo-5,6,8,9-tetrahydro-7-oxa-5-aza-benzocyclohepten-3-ylamino)-pyrimidin-4-ylamino]-thiophene-2-carboxylic acid methylamide. TFA salt: 1H NMR (300 MHz, CDCl3) δ 11.42 (s, 1H), 8.35 (d, 1H), 8.22 (s, 1H), 7.80 (s, 1H), 7.41 (s, 1H), 7.28 (d, 1H), 7.22 (d, 1H), ... Yields the product CNC(=O)C=1SC=CC1NC1=NC(=NC=C1Cl)NC1=CC2=C(CCOC(N2CC)=O)C=C1 (3-[5-Chloro-2-(5-ethyl-6-oxo-5,6,8,9-tetrahydro-7-oxa-5-aza-benzocyclohepten-3-ylamino)-pyrimidin-4-ylamino]-thiophene-2-carboxylic acid methylamide).